From a dataset of the Open Reaction Database (ORD), a public repository of structured organic reaction records. describe an organic reaction: reactants, conditions, products, and yield Reactants: CC1C(CCC1)CO ((2-methylcyclopent-1-yl)methanol), Br (HBr), CC(=O)O (AcOH), ClC1=C(C=C(C=C1)NC=1SC=CN1)O (2-chloro-5-(thiazol-2-ylamino)phenol), C(=O)([O-])[O-].[Cs+].[Cs+] (Cs2CO3). Run in CCOC(=O)C (AcOEt), CCCCC (pentane), CC(=O)C (acetone). Run at time 30 minute. Product: ClC1=C(C=C(C=C1)NC=1SC=CN1)OCC1=C(CCC1)C (N-(4-Chloro-3-((2-methylcyclopent-1-enyl)methoxy)phenyl)thiazol-2-amine). Isolated yield 3.6%. RXN SMILES: [CH3:1][CH:2]1[CH2:6][CH2:5][CH2:4][CH:3]1[CH2:7][OH:8].Br.CC(O)=O.[Cl:14][C:15]1[CH:20]=[CH:19][C:18]([NH:21][C:22]2[S:23][CH:24]=[CH:25][N:26]=2)=[CH:17][C:16]=1O.C([O-])([O-])=O.[Cs+].[Cs+]>CCCCC.CC(C)=O.CCOC(C)=O>[Cl:14][C:15]1[CH:16]=[CH:17][C:18]([NH:21][C:22]2[S:23][CH:24]=[CH:25][N:26]=2)=[CH:19][C:20]=1[O:8][CH2:7][C:3]1[CH2:4][CH2:5][CH2:6][C:2]=1[CH3:1] |f:4.5.6|. Procedure: To a solution of (2-methylcyclopent-1-yl)methanol (29 mg, 0.26 mmol) in pentane (0.7 mL) at 0° C. was added 45% HBr in AcOH (0.07 mL, 0.52 mmol). After having been stirred for 30 min, the reaction mixture was washed with brine, saturated aqueous NaHCO3, dried over MgSO4 and filtered with Et2O. This solution was added to a solution of 2-chloro-5-(thiazol-2-ylamino)phenol (59 mg, 0.26 mmol) and Cs2CO3 (85 mg, 0.26 mmol) in acetone (1 mL). After 4 h, the reaction mixture was diluted with AcOEt and ...